This data is from the Open Reaction Database (ORD), a public repository of structured organic reaction records. The task is: describe an organic reaction: reactants, conditions, products, and yield Starting materials: FC(OC1=CC=C(CBr)C=C1)(F)F (4-(trifluoromethoxy)benzyl bromide), C1(=CC=CC=C1)P(C1=CC=CC=C1)C1=CC=CC=C1 (triphenylphosphine). The solvent is C(C)#N (acetonitrile). Yields the product [Br-].FC(OC1=CC=C(C[P+](C2=CC=CC=C2)(C2=CC=CC=C2)C2=CC=CC=C2)C=C1)(F)F ((4-trifluoromethoxybenzyl)triphenyl phosphonium bromide). As a reaction SMILES: [F:1][C:2]([F:13])([F:12])[O:3][C:4]1[CH:11]=[CH:10][C:7]([CH2:8][Br:9])=[CH:6][CH:5]=1.[C:14]1([P:20]([C:27]2[CH:32]=[CH:31][CH:30]=[CH:29][CH:28]=2)[C:21]2[CH:26]=[CH:25][CH:24]=[CH:23][CH:22]=2)[CH:19]=[CH:18][CH:17]=[CH:16][CH:15]=1>C(#N)C>[Br-:9].[F:1][C:2]([F:13])([F:12])[O:3][C:4]1[CH:11]=[CH:10][C:7]([CH2:8][P+:20]([C:21]2[CH:22]=[CH:23][CH:24]=[CH:25][CH:26]=2)([C:27]2[CH:32]=[CH:31][CH:30]=[CH:29][CH:28]=2)[C:14]2[CH:15]=[CH:16][CH:17]=[CH:18][CH:19]=2)=[CH:6][CH:5]=1 |f:3.4|. Procedure: A solution of 4-(trifluoromethoxy)benzyl bromide (5.3 g) and triphenylphosphine (5.42 g) in acetonitrile (100 ml) was heated under reflux for 12h. The acetonitrile was evaporated under reduced pressure, and ethyl acetate (50 ml) was added to the residue. The solid material so obtained was filtered off, washed with ethyl acetate (100 ml) and dried, to give (4-trifluoromethoxybenzyl)triphenyl phosphonium bromide, N.M.R. in d6 -dimethylsulphoxide: δ5.2 (2H,d), 7.1 (2H,2d), 7.25 (2H,d), 7.8 (9H,m). Starting materials: C(CCC)[Li] (n-Butyllithium), ClC1=C(C=CC(=C1)Cl)N1C(=NCC1)CC1=CC=CC=C1 (1-(2,4-dichlorophenyl)-4,5-dihydro-2-phenylmethylimidazole), N1(C=NC=C1)CCOS(=O)(=O)C=1C(=CC=CC1)C (2-(imidazol-1-yl)-1-toluenesulphonyloxyethane). Run in O1CCCC1 (tetrahydrofuran), O1CCCC1 (tetrahydrofuran). Conditions: time 1 hour. Product: ClC1=C(C=CC(=C1)Cl)N1C(=NCC1)C(CCN1C=NC=C1)C1=CC=CC=C1 (1-(2,4-dichlorophenyl)-4,5-dihydro-2-[3-(imidazol-1-yl)-1-phenylpropyl]imidazole). Isolated yield 51.1%. Reaction SMILES: C([Li])CCC.[Cl:6][C:7]1[CH:12]=[C:11]([Cl:13])[CH:10]=[CH:9][C:8]=1[N:14]1[CH2:18][CH2:17][N:16]=[C:15]1[CH2:19][C:20]1[CH:25]=[CH:24][CH:23]=[CH:22][CH:21]=1.[N:26]1([CH2:31][CH2:32]OS(C2C(C)=CC=CC=2)(=O)=O)[CH:30]=[CH:29][N:28]=[CH:27]1>O1CCCC1>[Cl:6][C:7]1[CH:12]=[C:11]([Cl:13])[CH:10]=[CH:9][C:8]=1[N:14]1[CH2:18][CH2:17][N:16]=[C:15]1[CH:19]([C:20]1[CH:21]=[CH:22][CH:23]=[CH:24][CH:25]=1)[CH2:32][CH2:31][N:26]1[CH:30]=[CH:29][N:28]=[CH:27]1. Reported procedure: To a stirred solution of 2-(imidazol-1-yl)ethanol (1.9 g, 0.0156 mol), triethylamine (2.8 ml, 0.0187 mol), and 4-N,N-dimethylaminopyridine (20 mg) in dichloromethane (20 ml) at a temperature of -78° C. under nitrogen atmosphere, was added p-toluenesulphonyl chloride (3.6 g, 0.0187 mol) in dichloromethane (10 ml). The reaction mixture was allowed to warm to -10° C. and was then quenched by the addition of saturated aqueous sodium hydrogen carbonate. The organic phase was separated and the aqueous... The reactants are O=C([O-])[O-], COCCBr, CN(C)C=O, Cl, [K+], [K+], O=C1COc2cccc(O)c21. The product is COCCOc1cccc2c1C(=O)CO2. As a reaction SMILES: [C:12](=[O:13])([O-:14])[O-:15].[CH3:18][O:19][CH2:20][CH2:21][Br:22].[CH3:24][N:25]([CH3:26])[CH:27]=[O:28].[ClH:23].[K+:16].[K+:17].[OH:1][c:2]1[cH:3][cH:4][cH:5][c:6]2[c:7]1[C:8](=[O:11])[CH2:9][O:10]2>>[O:1]([c:2]1[cH:3][cH:4][cH:5][c:6]2[c:7]1[C:8](=[O:11])[CH2:9][O:10]2)[CH2:21][CH2:20][O:19][CH3:18]. Reactants: OC1=C(C=C2C(=NC=NC2=C1)OC1=CC=CC=C1)OC (7-hydroxy-6-methoxy-4-phenoxyquinazoline), Cl.ClC1=NC(=CC(=C1)CCl)OC (2-chloro-4-chloromethyl-6-methoxypyridine hydrochloride), C([O-])([O-])=O.[K+].[K+] (potassium carbonate). The solvent is CN(C)C=O (DMF), O (water). Reaction conditions: temperature 80 celsius. The product is ClC1=NC(=CC(=C1)COC1=C(C=C2C(=NC=NC2=C1)OC1=CC=CC=C1)OC)OC (7-((2-chloro-6-methoxy-4-pyridyl)methoxy)-6-methoxy-4-phenoxyquinazoline). The yield is 83.5%. Reaction SMILES: [OH:1][C:2]1[CH:11]=[C:10]2[C:5]([C:6]([O:12][C:13]3[CH:18]=[CH:17][CH:16]=[CH:15][CH:14]=3)=[N:7][CH:8]=[N:9]2)=[CH:4][C:3]=1[O:19][CH3:20].Cl.[Cl:22][C:23]1[CH:28]=[C:27]([CH2:29]Cl)[CH:26]=[C:25]([O:31][CH3:32])[N:24]=1.C(=O)([O-])[O-].[K+].[K+]>CN(C=O)C.O>[Cl:22][C:23]1[CH:28]=[C:27]([CH2:29][O:1][C:2]2[CH:11]=[C:10]3[C:5]([C:6]([O:12][C:13]4[CH:18]=[CH:17][CH:16]=[CH:15][CH:14]=4)=[N:7][CH:8]=[N:9]3)=[CH:4][C:3]=2[O:19][CH3:20])[CH:26]=[C:25]([O:31][CH3:32])[N:24]=1 |f:1.2,3.4.5|. Procedure: A mixture of 7-hydroxy-6-methoxy-4-phenoxyquinazoline (1.1 g, 4.1 mmol), (prepared as described for the starting material in Example 13), 2-chloro-4-chloromethyl-6-methoxypyridine hydrochloride (0.88 g, 3.9 mmol) and potassium carbonate (2.0 g, 14 mmol) in DMF (20 ml) was heated at 80° C. for 1 hour. The mixture was allowed to cool, diluted with water and the precipitated product collected by filtration, washed with water and dried to give 7-((2-chloro-6-methoxy-4-pyridyl)methoxy)-6-methoxy-4-ph... Starting materials: [N+](=O)([O-])C1=CC=C(C=C1)C1=NC(=C2C(=N1)N(N=C2)CC(F)(F)F)N2[C@@H]1CO[C@H](C2)C1 ((1S,4S)-5-(6-(4-nitrophenyl)-1-(2,2,2-trifluoroethyl)-1H-pyrazolo[3,4-d]pyrimidin-4-yl)-2-oxa-5-azabicyclo[2.2.1]heptane). The solvent is O1CCCC1 (tetrahydrofuran), C(C)(=O)OCC (ethyl acetate). Reaction conditions: time 8 hour. The product is [C@@H]12OC[C@@H](N(C1)C1=C3C(=NC(=N1)C1=CC=C(N)C=C1)N(N=C3)CC(F)(F)F)C2 (4-(4-((1S,4S)-2-oxa-5-azabicyclo[2.2.1]heptan-5-yl)-1-(2,2,2-trifluoroethyl)-1H-pyrazolo[3,4-d]pyrimidin-6-yl)aniline). Reaction SMILES: [N+:1]([C:4]1[CH:9]=[CH:8][C:7]([C:10]2[N:15]=[C:14]3[N:16]([CH2:19][C:20]([F:23])([F:22])[F:21])[N:17]=[CH:18][C:13]3=[C:12]([N:24]3[CH2:29][C@@H:28]4[CH2:30][C@H:25]3[CH2:26][O:27]4)[N:11]=2)=[CH:6][CH:5]=1)([O-])=O>O1CCCC1.C(OCC)(=O)C>[C@H:28]12[CH2:30][C@H:25]([N:24]([C:12]3[N:11]=[C:10]([C:7]4[CH:6]=[CH:5][C:4]([NH2:1])=[CH:9][CH:8]=4)[N:15]=[C:14]4[N:16]([CH2:19][C:20]([F:22])([F:23])[F:21])[N:17]=[CH:18][C:13]=34)[CH2:29]1)[CH2:26][O:27]2. Reported procedure: A suspension of (1S,4S)-5-(6-(4-nitrophenyl)-1-(2,2,2-trifluoroethyl)-1H-pyrazolo[3,4-d]pyrimidin-4-yl)-2-oxa-5-azabicyclo[2.2.1]heptane (0.84 mmol maximum) in tetrahydrofuran (15 mL) and ethyl acetate (15 mL) was degassed by the addition of crushed dry ice and then treated with 10% palladium on carbon (50 mg). The resulting suspension was evacuated under weak vacuum and then filled with hydrogen gas (balloon). This evacuation/fill cycle was performed three more times and on the final iteration,... Reported procedure: To a solution of 5-tosyl-5H-pyrrolo[2,3-b]pyrazine-2-carbaldehyde (8.66 g, 28.7 mmol, Preparation #12 Step B) and (S)-2-methylpropane-2-sulfinamide (4.18 g, 34.5 mmol) in DCM (20 mL) at ambient temperature was added anhydrous powdered copper(II) sulfate (13.8 g, 86 mmol). After about 20 h, the reaction mixture was filtered and partially concd in vacuo. Heptane was added to the solution and the resulting solids were collected by filtration and dried in vacuo to provide (S,E)-2-methyl-N-((5-tosyl-... Reaction SMILES: [S:1]([N:11]1[C:15]2=[N:16][CH:17]=[C:18]([CH:20]=O)[N:19]=[C:14]2[CH:13]=[CH:12]1)([C:4]1[CH:10]=[CH:9][C:7]([CH3:8])=[CH:6][CH:5]=1)(=[O:3])=[O:2].[CH3:22][C:23]([S@@:26]([NH2:28])=[O:27])([CH3:25])[CH3:24]>C(Cl)Cl.S([O-])([O-])(=O)=O.[Cu+2]>[CH3:22][C:23]([S@@:26](/[N:28]=[CH:20]/[C:18]1[N:19]=[C:14]2[CH:13]=[CH:12][N:11]([S:1]([C:4]3[CH:10]=[CH:9][C:7]([CH3:8])=[CH:6][CH:5]=3)(=[O:3])=[O:2])[C:15]2=[N:16][CH:17]=1)=[O:27])([CH3:25])[CH3:24] |f:3.4|. The reactants are S(=O)(=O)(C1=CC=C(C)C=C1)N1C=CC=2C1=NC=C(N2)C=O (5-tosyl-5H-pyrrolo[2,3-b]pyrazine-2-carbaldehyde), CC(C)(C)[S@](=O)N ((S)-2-methylpropane-2-sulfinamide). Reaction conditions: time 20 hour. The reagents and catalysts are S(=O)(=O)([O-])[O-].[Cu+2] (copper(II) sulfate). Yields the product CC(C)(C)[S@](=O)/N=C/C=1N=C2C(=NC1)N(C=C2)S(=O)(=O)C2=CC=C(C)C=C2 ((S,E)-2-methyl-N-((5-tosyl-5H-pyrrolo[2,3-b]pyrazin-2-yl)methylene)propane-2-sulfinamide). Run in C(Cl)Cl (DCM). The yield is 99.1%. The reactants are COC(=O)C(=O)c1ccc(OCCOc2cc3ccccc3cc2OCCO)cc1, CCCCCC, CC(C)=O, CO, [Na+], C1CCOC1, [OH-], O. Yields the product O=C(O)C(=O)c1ccc(OCCOc2cc3ccccc3cc2OCCO)cc1. As a reaction SMILES: [CH3:1][O:2][C:3]([C:4]([c:5]1[cH:6][cH:7][c:8]([O:11][CH2:12][CH2:13][O:14][c:15]2[cH:16][c:17]3[cH:18][cH:19][cH:20][cH:21][c:22]3[cH:23][c:24]2[O:25][CH2:26][CH2:27][OH:28])[cH:9][cH:10]1)=[O:29])=[O:30].[CH3:33][CH2:34][CH2:35][CH2:36][CH2:37][CH3:38].[CH3:39][C:40]([CH3:41])=[O:42].[CH3:43][OH:44].[Na+:32].[O:45]1[CH2:46][CH2:47][CH2:48][CH2:49]1.[OH-:31].[OH2:50]>>[O:2]=[C:3]([C:4]([c:5]1[cH:6][cH:7][c:8]([O:11][CH2:12][CH2:13][O:14][c:15]2[cH:16][c:17]3[cH:18][cH:19][cH:20][cH:21][c:22]3[cH:23][c:24]2[O:25][CH2:26][CH2:27][OH:28])[cH:9][cH:10]1)=[O:29])[OH:30]. Reactants: [N-]=[N+]=[N-].[Na+] (NaN3), [NH4+].[Cl-] (NH4Cl), C(C1=CC=CC=C1)OC(NC1(CC1)C#N)=O ((1-cyano-cyclopropyl)-carbamic acid benzyl ester). Run in CN(C)C=O (DMF). Conditions: temperature 110 celsius, time 24 hour. Yields the product C(C1=CC=CC=C1)OC(NC1(CC1)C1=NN=NN1)=O ([1-(1H-tetrazol-5-yl)-cyclopropyl]-carbamic acid benzyl ester). Yield: 63.4%. As a reaction SMILES: [CH2:1]([O:8][C:9](=[O:16])[NH:10][C:11]1([C:14]#[N:15])[CH2:13][CH2:12]1)[C:2]1[CH:7]=[CH:6][CH:5]=[CH:4][CH:3]=1.[N-:17]=[N+:18]=[N-:19].[Na+].[NH4+].[Cl-]>CN(C=O)C>[CH2:1]([O:8][C:9](=[O:16])[NH:10][C:11]1([C:14]2[NH:19][N:18]=[N:17][N:15]=2)[CH2:13][CH2:12]1)[C:2]1[CH:3]=[CH:4][CH:5]=[CH:6][CH:7]=1 |f:1.2,3.4|. Procedure: To a round bottom flask was added (1-cyano-cyclopropyl)-carbamic acid benzyl ester (500 mg, 2.31 mmol) in DMF (4 ml), followed by the addition of NaN3 (195 mg, 3 mmol) and NH4Cl (161 mg, 3 mmol). The reaction mixture was stirred at 110° C. for 24 h. The reaction mixture was concentrated in vacuo. The residue was dissolved in EtOAc/water. The organic layer was separated, washed with brine, dried under any. Na2SO4, filtered and concentrated to afford 380 mg of [1-(1H-tetrazol-5-yl)-cyclopropyl]-ca...